Dataset: the Open Reaction Database (ORD), a public repository of structured organic reaction records. Task: describe an organic reaction: reactants, conditions, products, and yield Reactants: C1(=CC=CC=C1)NN (phenylhydrazine), N(=NC1(CCCCC1)N=C=O)C1(CCCCC1)N=C=O (1,1'-azobis (1-isocyanatocyclohexane)). Run in CCCCC (pentane), CCCCC (pentane). Reaction conditions: time 90 minute. Yields the product N(=NC1(CCCCC1)NC(=O)NNC1=CC=CC=C1)C1(CCCCC1)NC(=O)NNC1=CC=CC=C1 (1,1'-Azobis [1-(phenylhydrazinocarbonylamino)cyclohexane]). Reaction SMILES: [C:1]1([NH:7][NH2:8])[CH:6]=[CH:5][CH:4]=[CH:3][CH:2]=1.[N:9]([C:20]1([N:26]=[C:27]=[O:28])[CH2:25][CH2:24][CH2:23][CH2:22][CH2:21]1)=[N:10][C:11]1([N:17]=[C:18]=[O:19])[CH2:16][CH2:15][CH2:14][CH2:13][CH2:12]1>CCCCC>[N:9]([C:20]1([NH:26][C:27]([NH:8][NH:7][C:1]2[CH:6]=[CH:5][CH:4]=[CH:3][CH:2]=2)=[O:28])[CH2:21][CH2:22][CH2:23][CH2:24][CH2:25]1)=[N:10][C:11]1([NH:17][C:18]([NH:8][NH:7][C:1]2[CH:6]=[CH:5][CH:4]=[CH:3][CH:2]=2)=[O:19])[CH2:16][CH2:15][CH2:14][CH2:13][CH2:12]1. Reported procedure: To a stirred solution of 4.52 grams (.041 moles) of phenylhydrazine in 25 ml of pentane in a 125 ml erlenmeyer flask cooled in an ice bath was slowly added a solution of 5.77 grams (.0205 moles) of 1,1'-azobis (1-isocyanatocyclohexane) (from Example XCI) in 25 ml of pentane. After the addition was complete, the reaction was stirred an additional 90 minutes at 0° to 5° C. and filtered. The filter cake was washed with cold pentane and air dried. The dry white powder weighed 5.7 grams (57% crude yi... The reactants are O1CC1(CCCC(CCCC(CCCC(C)C)C)C)C (1,2-epoxy -2,6,10,14-tetramethylpentadecane), CC1=C(C(=C(C(=C1O)C)C)O)C (tetramethylhydroquinone), [H-].[Na+] (sodium hydride), C(CCC)[Li] (butyllithium), Cl (hydrochloric acid). Solvent: O1CCCC1 (tetrahydrofuran). Conditions: time 1 hour. Yields the product CC1=C(C2=C(C(=C1O)C)CC[C@@](O2)(C)CCC[C@H](C)CCC[C@H](C)CCCC(C)C)C (α-tocopherol). Yield: 78.1%. As a reaction SMILES: [CH3:1][C:2]1[C:7]([OH:8])=[C:6]([CH3:9])[C:5]([CH3:10])=[C:4]([OH:11])[C:3]=1[CH3:12].[H-].[Na+].C([Li])CCC.O1[C:22]([CH3:39])([CH2:23][CH2:24][CH2:25][CH:26]([CH3:38])[CH2:27][CH2:28][CH2:29][CH:30]([CH3:37])[CH2:31][CH2:32][CH2:33][CH:34]([CH3:36])[CH3:35])[CH2:21]1.Cl>O1CCCC1>[CH3:12][C:3]1[C:4]([OH:11])=[C:5]([CH3:10])[C:6]2[CH2:9][CH2:36][C@:34]([CH2:33][CH2:32][CH2:31][C@@H:30]([CH2:29][CH2:28][CH2:27][C@@H:26]([CH2:25][CH2:24][CH2:23][CH:22]([CH3:39])[CH3:21])[CH3:38])[CH3:37])([CH3:35])[O:8][C:7]=2[C:2]=1[CH3:1] |f:1.2|. Procedure details: 10 g (66.7 mmol) of tetramethylhydroquinone are dissolved in 100 ml of dry tetrahydrofuran, 4 g (139 mmol) of sodium hydride (80% in mineral oil) are added thereto at room temperature, 45 ml of butyllithium (1.6 molar in hexane) are subsequently added dropwise and the mixture is stirred for 1 hour. 10 g (44.3 mmol) of 1,2-epoxy -2,6,10,14-tetramethylpentadecane are now added dropwise; the mixture is left to react for 12 hours while stirring. 100 ml of 1N methanolic hydrochloric acid are added an... Starting materials: CC1(C)CCc2ccccc2C1n1cncc1C#N, CO, [H][H], N. The product is CC1(C)CCc2ccccc2C1n1cncc1CN. As a reaction SMILES: [CH3:1][C:2]1([CH3:19])[CH:3]([n:12]2[cH:13][n:14][cH:15][c:16]2[C:17]#[N:18])[c:4]2[cH:5][cH:6][cH:7][cH:8][c:9]2[CH2:10][CH2:11]1.[CH3:23][OH:24].[H:21][H:22].[NH3:20]>>[CH3:1][C:2]1([CH3:19])[CH:3]([n:12]2[cH:13][n:14][cH:15][c:16]2[CH2:17][NH2:18])[c:4]2[cH:5][cH:6][cH:7][cH:8][c:9]2[CH2:10][CH2:11]1. The reactants are CO, Cn1cc(C(=O)NCCO)c(Nc2ccc(C#CCO)cc2F)cc1=O. Product: Cn1cc(C(=O)NCCO)c(Nc2ccc(CCCO)cc2F)cc1=O. As a reaction SMILES: [CH3:27][OH:28].[F:1][c:2]1[c:3]([NH:4][c:5]2[c:6]([C:13](=[O:14])[NH:15][CH2:16][CH2:17][OH:18])[cH:7][n:8]([CH3:12])[c:9](=[O:11])[cH:10]2)[cH:19][cH:20][c:21]([C:23]#[C:24][CH2:25][OH:26])[cH:22]1>>[F:1][c:2]1[c:3]([NH:4][c:5]2[c:6]([C:13](=[O:14])[NH:15][CH2:16][CH2:17][OH:18])[cH:7][n:8]([CH3:12])[c:9](=[O:11])[cH:10]2)[cH:19][cH:20][c:21]([CH2:23][CH2:24][CH2:25][OH:26])[cH:22]1. Starting materials: CCCCCCCCCCCCOC(C)c1ccc(-c2ccc(C(=O)OCC)cc2)cc1, CO, [Na+], [OH-]. The product is CCCCCCCCCCCCOC(C)c1ccc(-c2ccc(C(=O)O)cc2)cc1. Reaction SMILES: [CH2:1]([CH2:2][CH2:3][CH2:4][CH2:5][CH2:6][CH2:7][CH2:8][CH2:9][CH2:10][CH2:11][CH3:12])[O:13][CH:14]([CH3:15])[c:16]1[cH:17][cH:18][c:19](-[c:22]2[cH:23][cH:24][c:25]([C:28](=[O:29])[O:30][CH2:31][CH3:32])[cH:26][cH:27]2)[cH:20][cH:21]1.[CH3:35][OH:36].[Na+:34].[OH-:33]>>[CH2:1]([CH2:2][CH2:3][CH2:4][CH2:5][CH2:6][CH2:7][CH2:8][CH2:9][CH2:10][CH2:11][CH3:12])[O:13][CH:14]([CH3:15])[c:16]1[cH:17][cH:18][c:19](-[c:22]2[cH:23][cH:24][c:25]([C:28](=[O:29])[OH:30])[cH:26][cH:27]2)[cH:20][cH:21]1. The reactants are C1(CC1)C1=CC(=NC=2N1N=CC2C#C)C2=CC=C(C=C2)C(F)(F)F (7-cyclopropyl-3-ethynyl-5-(4-trifluoromethyl-phenyl)-pyrazolo[1,5-a]pyrimidine), BrC1=CC=C(C=C1)S(=O)(=O)N (4-bromo-benzenesulfonamide). Yields the product C1(CC1)C1=CC(=NC=2N1N=CC2C#CC2=CC=C(C=C2)S(=O)(=O)N)C2=CC=C(C=C2)C(F)(F)F (4-[7-Cyclopropyl-5-(4-trifluoromethyl-phenyl)-pyrazolo[1,5-a]pyrimidin-3-ylethynyl]-benzenesulfonamide), solid. Yield: 50.0%. As a reaction SMILES: [CH:1]1([C:4]2[N:9]3[N:10]=[CH:11][C:12]([C:13]#[CH:14])=[C:8]3[N:7]=[C:6]([C:15]3[CH:20]=[CH:19][C:18]([C:21]([F:24])([F:23])[F:22])=[CH:17][CH:16]=3)[CH:5]=2)[CH2:3][CH2:2]1.Br[C:26]1[CH:31]=[CH:30][C:29]([S:32]([NH2:35])(=[O:34])=[O:33])=[CH:28][CH:27]=1>>[CH:1]1([C:4]2[N:9]3[N:10]=[CH:11][C:12]([C:13]#[C:14][C:26]4[CH:31]=[CH:30][C:29]([S:32]([NH2:35])(=[O:34])=[O:33])=[CH:28][CH:27]=4)=[C:8]3[N:7]=[C:6]([C:15]3[CH:16]=[CH:17][C:18]([C:21]([F:22])([F:23])[F:24])=[CH:19][CH:20]=3)[CH:5]=2)[CH2:3][CH2:2]1. Procedure details: The title compound was prepared from 7-cyclopropyl-3-ethynyl-5-(4-trifluoromethyl-phenyl)-pyrazolo[1,5-a]pyrimidine (example C.7) (82 mg, 0.25 mmol) and 4-bromo-benzenesulfonamide (59 mg, 0.25 mmol) according to general procedure II. Obtained as a yellow solid (60 mg, 50%). MS (ISN) 480.9 [(M−H)−]; mp 228-230° C. Starting materials: ClC1=C(C(=O)O)C=C(C=C1)OCC1=CC(=CC=C1)Cl (2-chloro-5-{[(3-chlorophenyl)methyl]oxy}benzoic acid), Cl.CN(CCN=C=NCC)C (N-[2-(dimethylamino)ethyl]-N′-ethylcarbodiimide hydrochloride), NC1=C(C=C(C=C1)CC(=O)OCC)Cl (ethyl (4-amino-3-chlorophenyl)acetate), Cl.CN(CCN=C=NCC)C (N-[2-(dimethylamino)ethyl]-N′-ethylcarbodiimide hydrochloride). Solvent: ClCCl (dichloromethane), O (water), ClCCl (dichloromethane), ClCCl (dichloromethane). Conditions: time 30 minute. The product is ClC=1C=C(C=CC1NC(=O)C1=C(C=CC(=C1)OCC1=CC(=CC=C1)Cl)Cl)CC(=O)OCC (Ethyl (3-chloro-4-{[(2-chloro-5-{[(3-chlorophenyl)methyl]oxy}phenyl)carbonyl]amino}phenyl)acetate). Reaction SMILES: [Cl:1][C:2]1[CH:10]=[CH:9][C:8]([O:11][CH2:12][C:13]2[CH:18]=[CH:17][CH:16]=[C:15]([Cl:19])[CH:14]=2)=[CH:7][C:3]=1[C:4]([OH:6])=O.Cl.CN(C)CCN=C=NCC.[NH2:31][C:32]1[CH:37]=[CH:36][C:35]([CH2:38][C:39]([O:41][CH2:42][CH3:43])=[O:40])=[CH:34][C:33]=1[Cl:44]>ClCCl.O>[Cl:44][C:33]1[CH:34]=[C:35]([CH2:38][C:39]([O:41][CH2:42][CH3:43])=[O:40])[CH:36]=[CH:37][C:32]=1[NH:31][C:4]([C:3]1[CH:7]=[C:8]([O:11][CH2:12][C:13]2[CH:18]=[CH:17][CH:16]=[C:15]([Cl:19])[CH:14]=2)[CH:9]=[CH:10][C:2]=1[Cl:1])=[O:6] |f:1.2|. Procedure: A solution of 2-chloro-5-{[(3-chlorophenyl)methyl]oxy}benzoic acid (230 mg, 0.77 mmol) in dichloromethane (3 ml) was treated with N-[2-(dimethylamino)ethyl]-N′-ethylcarbodiimide hydrochloride (178 mg, 0.93 mmol, 1.2 eq) and stirred at room temperature for 30 minutes. A solution of ethyl (4-amino-3-chlorophenyl)acetate (198 mg, 0.93 mmol, 1.2 eq) in dichloromethane (2 ml) was added and the resulting mixture heated at 40° C. overnight. As some starting material was still present, another 100 mg of... Reactants: [OH-].[Na+] (sodium hydroxide), OO (hydrogen peroxide), B.CSC (Borane methyl sulphide), CC(CC=C)(COC)C (4,4-dimethyl-5-methoxypent-1-ene). Run in C(C)O (ethanol), O (water), CCCCCC (hexane). Conditions: time 2 hour. Product: CC(CCCO)(COC)C (4,4-dimethyl-5-methoxypentan-1-ol), oil. Reaction SMILES: B.CSC.[CH3:5][C:6]([CH3:13])([CH2:10][O:11][CH3:12])[CH2:7][CH:8]=[CH2:9].[OH-:14].[Na+].OO>CCCCCC.O.C(O)C>[CH3:5][C:6]([CH3:13])([CH2:10][O:11][CH3:12])[CH2:7][CH2:8][CH2:9][OH:14] |f:0.1,3.4|. Procedure: Borane-methyl sulphide complex (2.76 ml., 2M solution in tetrahydrofuran, Aldrich) was added to 4,4-dimethyl-5-methoxypent-1-ene (1.9 g.) in dry hexane (50 ml.) under nitrogen at 0°. The mixture was stirred at 20° for 2 hours and ethanol (15 ml.) was added. 2N Aqueous sodium hydroxide solution (6.0 ml.) was then added. The mixture was cooled to 0° and hydrogen peroxide (5.3 ml., 30% aqueous solution) was added dropwise. The mixture was refluxed for 1 hour, cooled and poured into iced water (100 ...